From a dataset of the Open Reaction Database (ORD), a public repository of structured organic reaction records. describe an organic reaction: reactants, conditions, products, and yield Starting materials: COc1ccc2ncnc(Cl)c2c1, Clc1ccc2c(c1)NCC2. The product is COc1ccc2ncnc(N3CCc4ccc(Cl)cc43)c2c1. RXN SMILES: [Cl:11][c:12]1[n:13][cH:14][n:15][c:16]2[cH:17][cH:18][c:19]([O:22][CH3:23])[cH:20][c:21]12.[Cl:1][c:2]1[cH:3][cH:4][c:5]2[c:9]([cH:10]1)[NH:8][CH2:7][CH2:6]2>>[Cl:1][c:2]1[cH:3][cH:4][c:5]2[c:9]([cH:10]1)[N:8]([c:12]1[n:13][cH:14][n:15][c:16]3[cH:17][cH:18][c:19]([O:22][CH3:23])[cH:20][c:21]13)[CH2:7][CH2:6]2. Starting materials: FC1=NC=CC=C1C1=CC(=NC=C1)C (2-fluoro-3-(2-methylpyridin-4-yl)pyridine), NC1=CC=C(C=C1)O (4-aminophenol), C([O-])([O-])=O.[Cs+].[Cs+] (cesium carbonate). The solvent is CS(=O)C (dimethyl sulfoxide), O (water). The product is CC1=NC=CC(=C1)C=1C(=NC=CC1)OC1=CC=C(C=C1)N (4-(3-(2-methylpyridin-4-yl)pyridin-2-yloxy)benzenamine). Reaction SMILES: F[C:2]1[C:7]([C:8]2[CH:13]=[CH:12][N:11]=[C:10]([CH3:14])[CH:9]=2)=[CH:6][CH:5]=[CH:4][N:3]=1.[NH2:15][C:16]1[CH:21]=[CH:20][C:19]([OH:22])=[CH:18][CH:17]=1.C(=O)([O-])[O-].[Cs+].[Cs+]>CS(C)=O.O>[CH3:14][C:10]1[CH:9]=[C:8]([C:7]2[C:2]([O:22][C:19]3[CH:20]=[CH:21][C:16]([NH2:15])=[CH:17][CH:18]=3)=[N:3][CH:4]=[CH:5][CH:6]=2)[CH:13]=[CH:12][N:11]=1 |f:2.3.4|. Procedure: To a 25 mL round bottomed flask was added 2-fluoro-3-(2-methylpyridin-4-yl)pyridine (0.7204 g, 3.828 mmol), 4-aminophenol (0.4254 g, 3.832 mmol), and cesium carbonate (1.6144 g, 4.593 mmol) in dimethyl sulfoxide at 90° C. Upon completion, the reaction was filtered through Celite™ and the filtrate was condensed. The reaction mixture was diluted with water (50 mL) and extracted with DCM (3×20 mL). The organic extract was washed with water (3×15 mL), brine (3×15 mL), dried with magnesium sulfate, f... Reported procedure: In close analogy to the procedure described above, N-[2-(2,3-dimethoxy-phenyl)-ethyl]-acetamide is reacted with phosphorus pentoxide to provide the title compound. Product: COC1=C2CCN=C(C2=CC=C1OC)C (5,6-Dimethoxy-1-methyl-3,4-dihydro-isoquinoline). Reaction SMILES: [CH3:1][O:2][C:3]1[C:8]([O:9][CH3:10])=[CH:7][CH:6]=[CH:5][C:4]=1[CH2:11][CH2:12][NH:13][C:14](=O)[CH3:15].O=P12OP3(OP(OP(O3)(O1)=O)(=O)O2)=O>>[CH3:1][O:2][C:3]1[C:8]([O:9][CH3:10])=[CH:7][CH:6]=[C:5]2[C:4]=1[CH2:11][CH2:12][N:13]=[C:14]2[CH3:15]. The reactants are COC1=C(C=CC=C1OC)CCNC(C)=O (N-[2-(2,3-dimethoxy-phenyl)-ethyl]-acetamide), O=P12OP3(=O)OP(=O)(O1)OP(=O)(O2)O3 (phosphorus pentoxide). Reactants: C1(=CC=C(C=C1)OC1=CC=C(N)C=C1)C (4-(p-tolyloxy)aniline), C(C1=CC=CC=C1)OC[C@@H](C(=O)O)NC(=O)OC(C)(C)C ((S)-3-(benzyloxy)-2-(tert-butoxycarbonylamino)propanoic acid). Yields the product N[C@H](C(=O)NC1=CC=C(C=C1)OC1=CC=C(C=C1)C)COCC1=CC=CC=C1 ((S)-2-amino-3-(benzyloxy)-N-(4-(p-tolyloxy)phenyl)propanamide). Yield: 92.0%. As a reaction SMILES: [C:1]1([CH3:15])[CH:6]=[CH:5][C:4]([O:7][C:8]2[CH:14]=[CH:13][C:11]([NH2:12])=[CH:10][CH:9]=2)=[CH:3][CH:2]=1.[CH2:16]([O:23][CH2:24][C@H:25]([NH:29]C(OC(C)(C)C)=O)[C:26](O)=[O:27])[C:17]1[CH:22]=[CH:21][CH:20]=[CH:19][CH:18]=1>>[NH2:29][C@@H:25]([CH2:24][O:23][CH2:16][C:17]1[CH:22]=[CH:21][CH:20]=[CH:19][CH:18]=1)[C:26]([NH:12][C:11]1[CH:13]=[CH:14][C:8]([O:7][C:4]2[CH:3]=[CH:2][C:1]([CH3:15])=[CH:6][CH:5]=2)=[CH:9][CH:10]=1)=[O:27]. Reported procedure: Proceeding as in Reference 5, but substituting 4-(p-tolyloxy)aniline and (S)-3-(benzyloxy)-2-(tert-butoxycarbonylamino)propanoic acid, gave (S)-2-amino-3-(benzyloxy)-N-(4-(p-tolyloxy)phenyl)propanamide (350 mg, 92%). The reactants are COC1=NC2=CC(=CC=C2C=C1)[N+](=O)[O-] (2-methoxy-7-nitroquinoline). Reagents/catalysts: [Pd] (Pd/C). Solvent: CO (methanol). Yields the product COC1=NC2=CC(=CC=C2C=C1)N (2-methoxyquinolin-7-amine). The yield is 99.5%. RXN SMILES: [CH3:1][O:2][C:3]1[CH:12]=[CH:11][C:10]2[C:5](=[CH:6][C:7]([N+:13]([O-])=O)=[CH:8][CH:9]=2)[N:4]=1>[Pd].CO>[CH3:1][O:2][C:3]1[CH:12]=[CH:11][C:10]2[C:5](=[CH:6][C:7]([NH2:13])=[CH:8][CH:9]=2)[N:4]=1. Reported procedure: A methanol (10 ml) solution containing 2-methoxy-7-nitroquinoline (33 mg) obtained in the 1st step was prepared and subjected to a hydrogenation reaction (60° C.; 50 bar; flow rate: 1 ml/min; 10% Pd/C) using H-cube™. Then, the solvent was distilled away under reduced pressure, and a purple solid of 2-methoxyquinolin-7-amine (28 mg) was thus obtained. Reactants: ClC1=CC(=NC=N1)NC=1C=C(C=CC1)NC(OC(C)(C)C)=O (tert-butyl 3-(6-chloropyrimidin-4-ylamino)phenylcarbamate), CNC1=CC=CC=C1 (N-methylaniline), [OH-].[Na+] (NaOH). Run in C(Cl)Cl (DCM). Reaction conditions: temperature 120 celsius, time 30 minute. Yields the product CN(C1=CC=CC=C1)C1=CC(=NC=N1)NC=1C=C(C=CC1)NC(OC(C)(C)C)=O (tert-butyl 3-(6-[N-methyl-N-phenylamino]pyrimidin-4-ylamino)phenyl-carbamate). RXN SMILES: Cl[C:2]1[N:7]=[CH:6][N:5]=[C:4]([NH:8][C:9]2[CH:10]=[C:11]([NH:15][C:16](=[O:22])[O:17][C:18]([CH3:21])([CH3:20])[CH3:19])[CH:12]=[CH:13][CH:14]=2)[CH:3]=1.[CH3:23][NH:24][C:25]1[CH:30]=[CH:29][CH:28]=[CH:27][CH:26]=1.[OH-].[Na+]>C(Cl)Cl>[CH3:23][N:24]([C:2]1[N:7]=[CH:6][N:5]=[C:4]([NH:8][C:9]2[CH:10]=[C:11]([NH:15][C:16](=[O:22])[O:17][C:18]([CH3:21])([CH3:20])[CH3:19])[CH:12]=[CH:13][CH:14]=2)[CH:3]=1)[C:25]1[CH:30]=[CH:29][CH:28]=[CH:27][CH:26]=1 |f:2.3|. Procedure details: A mixture of tert-butyl 3-(6-chloropyrimidin-4-ylamino)phenylcarbamate (1.6 g, 5 mmol) and N-methylaniline (1.07 g, 10 mmol) was heated at 120° C. in a sealed tube for 2 hr. The reaction mixture was cooled to RT, mixed with 1 mL of 1N NaOH and 5 mL of DCM, stirred for 30 min, the product was filtered and dried under vacuum to give a solid product. MS (m/z): MH+=392. Reactants: BrC1=CC=CC(=N1)C1=NC(=CC=C1)C1=C(C=CC(=C1)OC)O (6-bromo-6′-(2-hydroxy-5-methoxyphenyl)-2,2′-bipyridine), OC1=C(C=CC=C1)B(O)O (2-hydroxyphenylboronic acid). Product: OC1=C(C=CC=C1)C1=CC=CC(=N1)C1=NC(=CC=C1)C1=C(C=CC(=C1)OC)O (6-(2-Hydroxyphenyl)-6′-(2-hydroxy-5-methoxyphenyl)-2,2′-bipyridine). Isolated yield 66.0%. As a reaction SMILES: Br[C:2]1[N:7]=[C:6]([C:8]2[CH:13]=[CH:12][CH:11]=[C:10]([C:14]3[CH:19]=[C:18]([O:20][CH3:21])[CH:17]=[CH:16][C:15]=3[OH:22])[N:9]=2)[CH:5]=[CH:4][CH:3]=1.[OH:23][C:24]1[CH:29]=[CH:28][CH:27]=[CH:26][C:25]=1B(O)O>>[OH:23][C:24]1[CH:29]=[CH:28][CH:27]=[CH:26][C:25]=1[C:2]1[N:7]=[C:6]([C:8]2[CH:13]=[CH:12][CH:11]=[C:10]([C:14]3[CH:19]=[C:18]([O:20][CH3:21])[CH:17]=[CH:16][C:15]=3[OH:22])[N:9]=2)[CH:5]=[CH:4][CH:3]=1. Procedure: 6-(2-Hydroxyphenyl)-6′-(2-hydroxy-5-methoxyphenyl)-2,2′-bipyridine was prepared from 6-bromo-6′-(2-hydroxy-5-methoxyphenyl)-2,2′-bipyridine and 2-hydroxyphenylboronic acid in 66% yield using method F; δH [2H6]-DMSO 13.55,(1H, s), 12.57,(1H, s), 8.35,(2H, m), 8.27-8.10,(5H, m), 7.65,(1H, s), 7.37,(1H, t), 7.03-6.93,(4H, m), 3.83,(3H, s); MS 371 (MH)+; HPLC retention time (system 1) 4.08 minutes. Starting materials: N(=[N+]=[N-])C1CC(NC2=CC=C(C=C12)Br)(C)C (4-azido-6-bromo-2,2-dimethyl-1,2,3,4-tetrahydroquinoline), O (water), C1CCOC1 (THF), C1(=CC=CC=C1)P(C1=CC=CC=C1)C1=CC=CC=C1 (triphenylphosphine), crude mixture. Solvent: CCOC(=O)C (EtOAc). Run at time 8 hour. Product: BrC=1C=C2C(CC(NC2=CC1)(C)C)N (6-bromo-2,2-dimethyl-1,2,3,4-tetrahydroquinolin-4-amine). RXN SMILES: [N:1]([CH:4]1[C:13]2[C:8](=[CH:9][CH:10]=[C:11]([Br:14])[CH:12]=2)[NH:7][C:6]([CH3:16])([CH3:15])[CH2:5]1)=[N+]=[N-].O.C1COCC1.C1(P(C2C=CC=CC=2)C2C=CC=CC=2)C=CC=CC=1>CCOC(C)=O>[Br:14][C:11]1[CH:12]=[C:13]2[C:8](=[CH:9][CH:10]=1)[NH:7][C:6]([CH3:15])([CH3:16])[CH2:5][CH:4]2[NH2:1]. Procedure details: To a solution of 4-azido-6-bromo-2,2-dimethyl-1,2,3,4-tetrahydroquinoline (2.29 g, 8.15 mmol), water (6.50 ml, 361 mmol), and THF (20.4 ml, 8.15 mmol) was added triphenylphosphine (2.35 g, 8.96 mmol) in one portion. The resulting mixture was heated to 40 deg C. and stirred overnight. The crude mixture was dissolved with EtOAc and transferred to a sep. funnel containing 0.5 MHCl. The aqueous layer was washed 5×DCM. The aqueous layer was then neutralized with 6N NaOH and washed 3× with EtOAc. The ...